From a dataset of the Open Reaction Database (ORD), a public repository of structured organic reaction records. describe an organic reaction: reactants, conditions, products, and yield The reactants are C(CO)O (ethylene glycol), C1CCOC1 (THF), C(C1=CC=CC=C1)Br (benzyl bromide), [NH4+].[Cl-] (NH4Cl). Conditions: time 2 hour. Yields the product OCCOCC1=CC=C(C#N)C=C1 (4-[(2-Hydroxyethoxy)methyl]benzonitrile). Reaction SMILES: [CH2:1]([OH:4])[CH2:2][OH:3].[CH2:5](Br)[C:6]1C=CC=[CH:8][CH:7]=1.[NH4+:13].[Cl-].[CH2:15]1[CH2:19]O[CH2:17][CH2:16]1>>[OH:3][CH2:2][CH2:1][O:4][CH2:17][C:16]1[CH:8]=[CH:7][C:6]([C:5]#[N:13])=[CH:19][CH:15]=1 |f:2.3|. Procedure details: NaH (2.4 g of a 60% suspension in mineral oil, 60 mmol) was washed twice with heptane (2×20 mL). Dry THF (20 mL) and ethylene glycol (24.8 g, 400 mmol) were added in portions over the course of 15 minutes (which resulted in an exothermic reaction and the evolution of gas). The resulting mixture was stirred for 2 h at RT. The mixture was then warmed to 80° C. and, after 20 minutes, benzyl bromide (7.84 g, 40 mmol) was added in portions over the course of 60 minutes. The reaction mixture was then ... Starting materials: O=C=NCCBr, CCOc1ccc2[nH]c3c(c2c1)CC(C)(C(=O)OC)NC3c1cccc(O)c1, CCC(C)=O. The product is CCOc1ccc2[nH]c3c(c2c1)CC1(C)C(=O)N(CCBr)C(=O)N1C3c1cccc(O)c1. Reaction SMILES: [Br:29][CH2:30][CH2:31][N:32]=[C:33]=[O:34].[CH3:1][O:2][C:3](=[O:4])[C:5]1([CH3:28])[NH:6][CH:7]([c:21]2[cH:22][c:23]([OH:27])[cH:24][cH:25][cH:26]2)[c:8]2[nH:9][c:10]3[cH:11][cH:12][c:13]([O:18][CH2:19][CH3:20])[cH:14][c:15]3[c:16]2[CH2:17]1.[CH3:35][C:36](=[O:37])[CH2:38][CH3:39]>>[C:3]1(=[O:4])[C:5]2([CH3:28])[N:6]([CH:7]([c:21]3[cH:22][c:23]([OH:27])[cH:24][cH:25][cH:26]3)[c:8]3[nH:9][c:10]4[cH:11][cH:12][c:13]([O:18][CH2:19][CH3:20])[cH:14][c:15]4[c:16]3[CH2:17]2)[C:33](=[O:34])[N:32]1[CH2:31][CH2:30][Br:29]. Reactants: BrCC1=NC=CC=C1[N+](=O)[O-] (2-bromomethyl-3-nitropyridine), CC1=C(C=CC(=C1)C)O (2,4-dimethylphenol). The product is CC1=C(OCC2=NC=CC=C2[N+](=O)[O-])C=CC(=C1)C (2-(2,4-dimethylphenoxymethyl)-3-nitropyridine). Yield: 78.0%. Reaction SMILES: Br[CH2:2][C:3]1[C:8]([N+:9]([O-:11])=[O:10])=[CH:7][CH:6]=[CH:5][N:4]=1.[CH3:12][C:13]1[CH:18]=[C:17]([CH3:19])[CH:16]=[CH:15][C:14]=1[OH:20]>>[CH3:12][C:13]1[CH:18]=[C:17]([CH3:19])[CH:16]=[CH:15][C:14]=1[O:20][CH2:2][C:3]1[C:8]([N+:9]([O-:11])=[O:10])=[CH:7][CH:6]=[CH:5][N:4]=1. Reported procedure: In accordance with the same procedures as in Step 3 of Preparation 1, except for using 2-bromomethyl-3-nitropyridine prepared in Step 2 of Preparation 1 and 2,4-dimethylphenol, the titled compound was obtained as yellow solid. (Yield: 78%)